From a dataset of the Open Reaction Database (ORD), a public repository of structured organic reaction records. describe an organic reaction: reactants, conditions, products, and yield Run in C1(=CC=CC=C1)C (toluene). The reactants are COC(C1=CC=C(C=C1)C(C(C)C)O)=O (4-(1-hydroxy-2-methyl-propyl)-benzoic acid methyl ester), N(=NC(=O)N1CCCCC1)C(=O)N1CCCCC1 (1,1′-(azodicarbonyl)dipiperidine), BrC1=C(C=C(C=C1C)O)C (4-bromo-3,5-dimethyl-phenol), C(CCC)P(CCCC)CCCC (tributylphosphine). Procedure details: To a solution of 4-(1-hydroxy-2-methyl-propyl)-benzoic acid methyl ester (5000 mg, 24.04 mmol) in toluene (240 mL) is added 1,1′-(azodicarbonyl)dipiperidine (ADDP, 9098 mg, 36.06 mmol) at 0° C., followed by the additions of tributylphosphine (8.98 mL, 36.06 mmol) and 4-bromo-3,5-dimethyl-phenol (5798 mg, 28.85 mmol). The reaction mixture is warmed up to room temperature and stirred overnight. The mixture is loaded on silica gel, eluted with hexanes with a gradient from 0% of ethyl acetate to 50%... As a reaction SMILES: [CH3:1][O:2][C:3](=[O:15])[C:4]1[CH:9]=[CH:8][C:7]([CH:10]([OH:14])[CH:11]([CH3:13])[CH3:12])=[CH:6][CH:5]=1.N(C(N1CCCCC1)=O)=NC(N1CCCCC1)=O.C(P(CCCC)CCCC)CCC.[Br:47][C:48]1[C:53]([CH3:54])=[CH:52][C:51](O)=[CH:50][C:49]=1[CH3:56]>C1(C)C=CC=CC=1>[CH3:1][O:2][C:3](=[O:15])[C:4]1[CH:9]=[CH:8][C:7]([CH:10]([O:14][C:51]2[CH:52]=[C:53]([CH3:54])[C:48]([Br:47])=[C:49]([CH3:56])[CH:50]=2)[CH:11]([CH3:12])[CH3:13])=[CH:6][CH:5]=1. Reaction conditions: time 8 hour. Yields the product COC(C1=CC=C(C=C1)C(C(C)C)OC1=CC(=C(C(=C1)C)Br)C)=O (4-[1-(4-Bromo-3,5-dimethyl-phenoxy)-2-methyl-propyl]-benzoic acid methyl ester). Starting materials: [F-].[Cs+] (CsF), C12Pd(dppf), C(C1=CC=CC=C1)N1C(C(=CC1=O)Br)=O (1-benzyl-3-bromo-1H-pyrrole-2,5-dione), B(C=1C=CC(=CC1)C)(O)O (p-tolylboronic acid). Run in C(Cl)Cl (CH2Cl2), O1CCOCC1 (dioxane), C(Cl)Cl (CH2Cl2). Conditions: time 1 hour. Product: C(C1=CC=CC=C1)N1C(C(=CC1=O)C1=CC=C(C=C1)C)=O (1-benzyl-3-p-tolyl-1H-pyrrole-2,5-dione). As a reaction SMILES: [CH2:1]([N:8]1[C:12](=[O:13])[CH:11]=[C:10](Br)[C:9]1=[O:15])[C:2]1[CH:7]=[CH:6][CH:5]=[CH:4][CH:3]=1.B(O)(O)[C:17]1[CH:18]=[CH:19][C:20]([CH3:23])=[CH:21][CH:22]=1.[F-].[Cs+]>O1CCOCC1.C(Cl)Cl>[CH2:1]([N:8]1[C:12](=[O:13])[CH:11]=[C:10]([C:17]2[CH:22]=[CH:21][C:20]([CH3:23])=[CH:19][CH:18]=2)[C:9]1=[O:15])[C:2]1[CH:7]=[CH:6][CH:5]=[CH:4][CH:3]=1 |f:2.3|. Reported procedure: A solution of bromomaleic anhydride (1 g, 5.7 mmol) and benzyl amine (0.7 mL, 6.8 mmol) in acetic acid (15 mL) was warmed to 50° C. and stirred overnight. The reaction was then cooled to room temperature, diluted with CH2Cl2 (50 mL) and washed with NaHCO3 (3×25 mL) and brine (25 mL). The organic layer was then dried (MgSO4), filtered and the solvent removed under reduced pressure. The residue was purified using gradient flash chromatography (0-100% ethyl acetate in pet ether) to provide 1-benzyl... Reactants: Cl (hydrochloric acid), [Si](C)(C)(C(C)(C)C)OCC=1C=C(C=CC1)C1C(CSC2=CC(=CC=C12)OC)C1=CC=C(C=C1)OC (4-[3-(t-butyldimethylsilyloxymethyl)phenyl]-7-methoxy-3-(4-methoxyphenyl)thiochroman), O (water). The solvent is O1CCCC1 (tetrahydrofuran). Reaction conditions: time 4 hour. The product is COC1=CC=C2C(C(CSC2=C1)C1=CC=C(C=C1)OC)C=1C=C(CO)C=CC1 (3-[7-methoxy-3-(4-methoxyphenyl)thiochroman-4-yl]benzyl-alcohol). The yield is 96.3%. As a reaction SMILES: [Si]([O:8][CH2:9][C:10]1[CH:11]=[C:12]([CH:16]2[C:25]3[C:20](=[CH:21][C:22]([O:26][CH3:27])=[CH:23][CH:24]=3)[S:19][CH2:18][CH:17]2[C:28]2[CH:33]=[CH:32][C:31]([O:34][CH3:35])=[CH:30][CH:29]=2)[CH:13]=[CH:14][CH:15]=1)(C(C)(C)C)(C)C.Cl.O>O1CCCC1>[CH3:27][O:26][C:22]1[CH:21]=[C:20]2[C:25]([CH:16]([C:12]3[CH:11]=[C:10]([CH:15]=[CH:14][CH:13]=3)[CH2:9][OH:8])[CH:17]([C:28]3[CH:29]=[CH:30][C:31]([O:34][CH3:35])=[CH:32][CH:33]=3)[CH2:18][S:19]2)=[CH:24][CH:23]=1. Reported procedure: 4-[3-(t-butyldimethylsilyloxymethyl)phenyl]-7-methoxy-3-(4-methoxyphenyl)thiochroman (480 mg, 0.947 mmol) was dissolved in tetrahydrofuran (40 ml), and added 3N hydrochloric acid solution (2.7 ml) thereto. The reaction mixture was stirred at room temperature for 4 h. When the reaction was completed, water was added to the reaction solution which was then extracted with ethyl acetate. The extract was washed with sodium hydrogen carbonate solution, dried over anhydrous magnesium sulfate and concen... Reactants: BrC[C@H](CO)C ((S)-3-bromo-2-methylpropan-1-ol), O1CCCC=C1 (3,4-dihydro-2H-pyrane), S(=O)(=O)([O-])C1=CC=C(C)C=C1.[NH+]1=CC=CC=C1 (pyridinium tosylate). Run in ClCCl (dichloromethane). Run at time 1 hour. The product is BrC[C@H](COC1OCCCC1)C (2-((S)-3-bromo-2-methylpropoxy)tetrahydropyrane). As a reaction SMILES: [Br:1][CH2:2][C@@H:3]([CH3:6])[CH2:4][OH:5].[O:7]1[CH:12]=[CH:11][CH2:10][CH2:9][CH2:8]1.S(C1C=CC(C)=CC=1)([O-])(=O)=O.[NH+]1C=CC=CC=1>ClCCl>[Br:1][CH2:2][C@@H:3]([CH3:6])[CH2:4][O:5][CH:8]1[CH2:9][CH2:10][CH2:11][CH2:12][O:7]1 |f:2.3|. Procedure: A solution of (S)-3-bromo-2-methylpropan-1-ol (7.30 g, 5 mL, 47.7 mmol) in anhydrous dichloromethane (100 mL) was mixed with 3,4-dihydro-2H-pyrane (4.63 g, 5.02 mL, 55 mmol) and pyridinium tosylate (50 mg) with ice cooling and then stirred for 1 h at room temperature. The reaction mixture was then washed with 5% sodium hydrogencarbonate solution and water (3×30 mL each). The combined organic phases were dried with sodium sulphate and concentrated to low volume in a vacuum.